Dataset: the Open Reaction Database (ORD), a public repository of structured organic reaction records. Task: describe an organic reaction: reactants, conditions, products, and yield Starting materials: BrB(Br)Br, Brc1ccc2nc(COCc3ccccc3)sc2n1, [Na+], O=C([O-])O. The product is BrCc1nc2ccc(Br)nc2s1. As a reaction SMILES: [B:20]([Br:21])([Br:22])[Br:23].[CH2:1]([O:2][CH2:9][c:10]1[s:11][c:12]2[n:13][c:14]([Br:19])[cH:15][cH:16][c:17]2[n:18]1)[c:3]1[cH:4][cH:5][cH:6][cH:7][cH:8]1.[Na+:28].[O-:24][C:25]([OH:26])=[O:27]>>[CH2:9]([c:10]1[s:11][c:12]2[n:13][c:14]([Br:19])[cH:15][cH:16][c:17]2[n:18]1)[Br:21]. The reactants are NCCN(CCN)C (N-(2-aminoethyl)-N-methyl-1,2-ethanediamine), NC=1C(=NC(=C(N1)N)Br)C(=O)N1C=NC=C1 (1-(3,5-diamino-6-bromopyrazinoyl)imidazole). The solvent is O1CCCC1 (tetrahydrofuran). Conditions: time 30 minute. The product is NC=1C(=NC(=C(N1)N)Br)C(=O)NCCN(C)CCN (3,5-diamino-N-[2-[(2-aminoethyl)methylamino]ethyl]-6-bromopyrazinecarboxamide). Isolated yield 73.3%. Reaction SMILES: [NH2:1][CH2:2][CH2:3][N:4]([CH3:8])[CH2:5][CH2:6][NH2:7].[NH2:9][C:10]1[C:11]([C:18](N2C=CN=C2)=[O:19])=[N:12][C:13]([Br:17])=[C:14]([NH2:16])[N:15]=1>O1CCCC1>[NH2:9][C:10]1[C:11]([C:18]([NH:1][CH2:2][CH2:3][N:4]([CH2:5][CH2:6][NH2:7])[CH3:8])=[O:19])=[N:12][C:13]([Br:17])=[C:14]([NH2:16])[N:15]=1. Procedure: A mixture of 8.20 g (72.0 mmol) of N-(2-aminoethyl)-N-methyl-1,2-ethanediamine and 6.80 g (24.0 mmol) of 1-(3,5-diamino-6-bromopyrazinoyl)imidazole in 48 ml of tetrahydrofuran was stirred at ambient temperature for 30 minutes. The solution was evaporated and the residue triturated with ether. There was obtained 5.85 g (17.6 mmol, 73%) of 3,5-diamino-N-[2-[(2-aminoethyl)methylamino]ethyl]-6-bromopyrazinecarboxamide; mp 148°-150° C.